Dataset: the Open Reaction Database (ORD), a public repository of structured organic reaction records. Task: describe an organic reaction: reactants, conditions, products, and yield Reactants: [BH4-], CC(C)(C)S(N)=O, CC[O-], CC[O-], CC[O-], CC[O-], CO, Cc1ccccc1, [Cl-], [Na+], [Na+], CCOC(=O)C1CCC(=O)CC1, [Ti+4]. Yields the product CCOC(=O)C1CCC(NS(=O)C(C)(C)C)CC1. RXN SMILES: [BH4-:20].[CH3:1][C:2]([CH3:3])([CH3:4])[S:5](=[O:6])[NH2:7].[CH3:24][CH2:25][O-:26].[CH3:28][CH2:29][O-:30].[CH3:31][CH2:32][O-:33].[CH3:34][CH2:35][O-:36].[CH3:37][OH:38].[CH3:39][c:40]1[cH:41][cH:42][cH:43][cH:44][cH:45]1.[Cl-:22].[Na+:21].[Na+:23].[O:8]=[C:9]1[CH2:10][CH2:11][CH:12]([C:15](=[O:16])[O:17][CH2:18][CH3:19])[CH2:13][CH2:14]1.[Ti+4:27]>>[CH3:1][C:2]([CH3:3])([CH3:4])[S:5](=[O:6])[NH:7][CH:9]1[CH2:10][CH2:11][CH:12]([C:15](=[O:16])[O:17][CH2:18][CH3:19])[CH2:13][CH2:14]1.